This data is from the Open Reaction Database (ORD), a public repository of structured organic reaction records. The task is: describe an organic reaction: reactants, conditions, products, and yield Reactants: C(C)(C)(C)OC(=O)N1C(CCC=C1C)CCCCC (1-(tert-Butoxycarbonyl)-6-methyl-2-n-pentyl-1,2,3,4-tetrahydropyridine), C(#N)[BH3-].[Na+] (sodium cyanoborohydride), CCOC(=O)C (EtOAc), C(=O)(C(F)(F)F)O (TFA). The solvent is C(Cl)Cl (CH2Cl2), hexanes. Run at time 15 minute. Product: C(=O)(OC(C)(C)C)N1[C@H](CCC[C@@H]1CCCCC)C (trans-N-Boc-2-methyl-6-n-pentylpiperidine). The yield is 79.4%. RXN SMILES: [C:1]([O:5][C:6]([N:8]1[C:13]([CH3:14])=[CH:12][CH2:11][CH2:10][CH:9]1[CH2:15][CH2:16][CH2:17][CH2:18][CH3:19])=[O:7])([CH3:4])([CH3:3])[CH3:2].C([BH3-])#N.[Na+].C(O)(C(F)(F)F)=O.CCOC(C)=O>C(Cl)Cl>[C:6]([N:8]1[C@@H:9]([CH2:15][CH2:16][CH2:17][CH2:18][CH3:19])[CH2:10][CH2:11][CH2:12][C@@H:13]1[CH3:14])([O:5][C:1]([CH3:4])([CH3:3])[CH3:2])=[O:7] |f:1.2|. Procedure: To a stirred solution of 1-(tert-Butoxycarbonyl)-6-methyl-2-n-pentyl-1,2,3,4-tetrahydropyridine (1.0 g, 3.74 mmol) in 250 mL of CH2Cl2 was added sodium cyanoborohydride (1.41 g, 22.43 mmol). After being stirred 15 minutes at room temperature, the heterogeneous solution was cooled to −42° C. and TFA (2.9 mL, 37.4 mmol) was added slowly dropwise. After being stirred for 4 h at −42° C., the cold bath was removed, and the reaction mixture was immediately quenched with 200 mL of a saturated aqueous N... Starting materials: C(CN(CC(=O)O)CC(=O)O)N(CCN(CC(=O)O)CC(=O)O)CC(=O)O (DTPA), anhydride. Solvent: C(Cl)(Cl)Cl (chloroform). Conditions: time 1 minute. Product: C1C(=O)OC(=O)CN1CCN(CCN2CC(=O)OC(=O)C2)CC(=O)O (DTPA anhydride). As a reaction SMILES: [CH2:1]([N:12]([CH2:24][C:25]([OH:27])=[O:26])[CH2:13][CH2:14][N:15]([CH2:20][C:21]([OH:23])=O)[CH2:16][C:17]([OH:19])=[O:18])[CH2:2][N:3]([CH2:8][C:9]([OH:11])=[O:10])[CH2:4][C:5]([OH:7])=O>C(Cl)(Cl)Cl>[CH2:20]1[N:15]([CH2:14][CH2:13][N:12]([CH2:24][C:25]([OH:27])=[O:26])[CH2:1][CH2:2][N:3]2[CH2:8][C:9](=[O:10])[O:11][C:5](=[O:7])[CH2:4]2)[CH2:16][C:17](=[O:19])[O:18][C:21]1=[O:23]. Procedure: A 0.1 mg/ml solution of DTPA anhydride in dry chloroform was prepared and an aliquot containing the desired quantity of DTPA was added to a reaction vessel. The chloroform was removed by evaporation with nitrogen gas at room temperature. A pH 7.0 solution of antibody (approximately 0.5 mg) in 0.05M bicarbonate buffer was added to said reaction vessel to produce a 7:1 molar ratio of anhydride to protein. The solution was incubated with shaking for one minute and the coupled antibody was recovered... Starting materials: C(C1=CC=CC=C1)OCCCC1C(=C(C(O1)=O)O)C1=CC=CC=C1 (5-(3-Benzyloxypropyl)-3-hydroxy-4-phenyl-2(5H)-furanone). The reagents and catalysts are [Pd] (palladium black). Solvent: CO (methanol). Product: OC=1C(OC(C1C1=CC=CC=C1)CCCO)=O (3-hydroxy-5-(3-hydroxypropyl)-4-phenyl-2(5H)-furanone). Yield: 95.9%. Reaction SMILES: C([O:8][CH2:9][CH2:10][CH2:11][CH:12]1[O:16][C:15](=[O:17])[C:14]([OH:18])=[C:13]1[C:19]1[CH:24]=[CH:23][CH:22]=[CH:21][CH:20]=1)C1C=CC=CC=1>CO.[Pd]>[OH:18][C:14]1[C:15](=[O:17])[O:16][CH:12]([CH2:11][CH2:10][CH2:9][OH:8])[C:13]=1[C:19]1[CH:24]=[CH:23][CH:22]=[CH:21][CH:20]=1. Procedure: 5-(3-Benzyloxypropyl)-3-hydroxy-4-phenyl-2(5H)-furanone (65 mg) was dissolved in methanol (20 ml), and palladium black (20 mg) was added. Catalytic reduction was carried out in ordinary temperature and atmosphere. After completion of the reaction, the palladium black was filtered off and the methanol was distilled off under reduced pressure. The crude crystals thus obtained were recrystallized from chloroform to give 3-hydroxy-5-(3-hydroxypropyl)-4-phenyl-2(5H)-furanone (45 mg). m.p. 148°-150° C... The reactants are CCOC(C)=O, CCCCCC, CCCCC=Cc1c(C(C)C)nc(C(C)C)c(CO)c1-c1ccc(F)cc1. The product is CCCCCCc1c(C(C)C)nc(C(C)C)c(CO)c1-c1ccc(F)cc1. Reaction SMILES: [C:34]([O:35][CH2:36][CH3:37])(=[O:38])[CH3:39].[CH3:28][CH2:29][CH2:30][CH2:31][CH2:32][CH3:33].[CH:1]([CH3:2])([CH3:3])[c:4]1[n:5][c:6]([CH:25]([CH3:26])[CH3:27])[c:7]([CH:19]=[CH:20][CH2:21][CH2:22][CH2:23][CH3:24])[c:8](-[c:12]2[cH:13][cH:14][c:15]([F:18])[cH:16][cH:17]2)[c:9]1[CH2:10][OH:11]>>[CH:1]([CH3:2])([CH3:3])[c:4]1[n:5][c:6]([CH:25]([CH3:26])[CH3:27])[c:7]([CH2:19][CH2:20][CH2:21][CH2:22][CH2:23][CH3:24])[c:8](-[c:12]2[cH:13][cH:14][c:15]([F:18])[cH:16][cH:17]2)[c:9]1[CH2:10][OH:11]. The reactants are Fc1cc(I)c(CBr)cn1, CN(C)C=O, ClC(Cl)Cl, [N-]=[N+]=[N-], [Na+]. The product is [N-]=[N+]=NCc1cnc(F)cc1I. Reaction SMILES: [Br:1][CH2:2][c:3]1[c:4]([I:10])[cH:5][c:6]([F:9])[n:7][cH:8]1.[CH3:15][N:16]([CH3:17])[CH:18]=[O:19].[CH:20]([Cl:21])([Cl:22])[Cl:23].[N-:12]=[N+:13]=[N-:14].[Na+:11]>>[CH2:2]([c:3]1[c:4]([I:10])[cH:5][c:6]([F:9])[n:7][cH:8]1)[N:12]=[N+:13]=[N-:14]. Reactants: BrC(C(Br)(F)F)(F)F (1,2-dibromotetrafluoroethane), BrC=1C=C(C=CC1)O (3-bromophenol), [OH-].[K+] (potassium hydroxide), CS(=O)C (methyl sulfoxide). The solvent is C=1(C(=CC=CC1)C)C (xylene). Reaction conditions: temperature 100 celsius, time 48 hour. The product is BrC(C(OC=1C=C(C=CC1)Br)(F)F)(F)F (3-(2-bromotetrafluoroethoxy)bromobenzene), liquid. The yield is 72.0%. RXN SMILES: [Br:1][C:2]1[CH:3]=[C:4]([OH:8])[CH:5]=[CH:6][CH:7]=1.[OH-].[K+].CS(C)=O.[Br:15][C:16]([F:22])([F:21])[C:17]([F:20])([F:19])Br>C1(C)C(C)=CC=CC=1>[Br:15][C:16]([F:22])([F:21])[C:17]([F:20])([F:19])[O:8][C:4]1[CH:3]=[C:2]([Br:1])[CH:7]=[CH:6][CH:5]=1 |f:1.2|. Reported procedure: 3-bromophenol (0.582 mol), potassium hydroxide (0.582 mol), methyl sulfoxide (3.2 L) and xylene (0.08 L) were put in a 2-bulb flask equipped with a Dean-Stark azeotropic distillation unit, which has been purged with nitrogen. The reactor was heated to 100° C. and reaction was performed for 48 hours to remove water. The reactor was cooled to 30° C. and 1,2-dibromotetrafluoroethane (0.640 mol) was slowly dropped for 4 hours maintaining the reactor temperature below 30° C. The reaction solution was... Starting materials: FC1=C(C=CC(=C1)F)[N+](=O)[O-] (2,4-difluoro-1-nitro-benzene), OC(C(C#N)(C)C)C (3-hydroxy-2,2-dimethyl-butanenitrile). Yields the product NC1=C(OC(C(C#N)(C)C)C)C=C(C=C1)F (3-(2-amino-5-fluoro-phenoxy)-2,2-dimethyl-butanenitrile). Reaction SMILES: F[C:2]1[CH:7]=[C:6]([F:8])[CH:5]=[CH:4][C:3]=1[N+:9]([O-])=O.[OH:12][CH:13]([CH3:19])[C:14]([CH3:18])([CH3:17])[C:15]#[N:16]>>[NH2:9][C:3]1[CH:4]=[CH:5][C:6]([F:8])=[CH:7][C:2]=1[O:12][CH:13]([CH3:19])[C:14]([CH3:18])([CH3:17])[C:15]#[N:16]. Reported procedure: Is prepared in a similar manner as intermediate III.1 from 2,4-difluoro-1-nitro-benzene and 3-hydroxy-2,2-dimethyl-butanenitrile. The reactants are [N+](=O)([O-])C1=CC=C(C=C1)C(C(=O)O)CC (2-(4'-nitrophenyl)butyric acid). Reagents/catalysts: [Pd] (Pd-C). The solvent is CCO (EtOH). Yields the product NC1=CC=C(C=C1)C(C(=O)O)CC (2-(4'-Aminophenyl)butyric acid). Isolated yield 91.9%. RXN SMILES: [N+:1]([C:4]1[CH:9]=[CH:8][C:7]([CH:10]([CH2:14][CH3:15])[C:11]([OH:13])=[O:12])=[CH:6][CH:5]=1)([O-])=O>CCO.[Pd]>[NH2:1][C:4]1[CH:5]=[CH:6][C:7]([CH:10]([CH2:14][CH3:15])[C:11]([OH:13])=[O:12])=[CH:8][CH:9]=1. Procedure details: A solution of 2-(4'-nitrophenyl)butyric acid (6.99 g, 33.4 mmol) in 250 mL of EtOH and 0.5 g of 10% Pd-C was hydrogenated overnight at 55 psi. The solution was filtered and evaporated under vacuum to give 5.50 g (92%) of the desired product. Starting materials: ( 4 ), hydrobromide salt, N1=C(C=C(C=C1C)C)C (collidine), N1=C(C=CC=C1C)C (2,6-lutidine), CN(C1=CC=CC=C1)C (N,N-dimethylaniline), N1=C(C=CC=C1C)C (2,6-lutidine), BrCCCN (3-bromopropylamine), CN1CCOCC1 (N-methylmorpholine). Solvent: C(C)(C)O (isopropanol), ClC1=CC=CC=C1 (chlorobenzene), ClC(C)(Cl)Cl (1,1,1-trichloroethane), C1(=CC=CC=C1)C (toluene), C(CCC)O (n-butanol), 3-halopropylamine, C(C)N(CC)CC (triethylamine). Run at temperature 80 celsius. Product: C1=CC=CC=2CCN3C(C=4CCCNC4CC3C12)=O ((±)-5,6,9,10,11,12,13,13a-octahydroisoquino[2,1-g][1,6]naphthyridin-8-one), ( 5 ). RXN SMILES: Br[CH2:2][CH2:3][CH2:4]N.[N:6]1[C:11](C)=[CH:10][C:9]([CH3:13])=[CH:8][C:7]=1[CH3:14].CN1CC[O:19]CC1.C[N:23]([CH3:30])[C:24]1[CH:29]=[CH:28][CH:27]=[CH:26]C=1.N1C(C)=CC=CC=1C>C(O)(C)C.ClC1C=CC=CC=1.ClC(Cl)(Cl)C.C1(C)C=CC=CC=1.C(O)CCC.C(N(CC)CC)C>[CH:2]1[C:8]2[CH:7]3[N:6]([C:26](=[O:19])[C:27]4[CH2:28][CH2:29][CH2:24][NH:23][C:30]=4[CH2:14]3)[CH2:11][CH2:10][C:9]=2[CH:13]=[CH:4][CH:3]=1. Procedure details: Typically a compound of formula (4) is dissolved in an appropriate solvent, such as isopropanol, chlorobenzene, 1,1,1-trichloroethane, toluene, or preferably n-butanol, and about 1-2 molar equivalents, preferably about 1.1 molar equivalents, of the appropriate 3-halopropylamine added, preferably 3-bromopropylamine as its hydrobromide salt, followed by about 1.5 to 4 molar equivalents, preferably about 2.2 molar equivalents, of a tertiary base (such as triethylamine, collidine, N-methylmorpholine... Reactants: C(Cl)(Cl)Cl (CHCl3), C(C=C)O[C@@H]1[C@H]([C@H](OC2=CC=C(C=C2)OC)O[C@@H]([C@@H]1O)CO)O (p-Methoxyphenyl 3-O-allyl-β-D-galactopyranoside), [H-].[Na+] (NaH), C(C1=CC=CC=C1)Br (benzyl bromide), C37H40O7. Solvent: CN(C)C=O (DMF). Conditions: temperature 0 celsius, time 15 minute. The product is C(C=C)O[C@@H]1[C@H]([C@H](OC2=CC=C(C=C2)OC)O[C@@H]([C@@H]1OCC1=CC=CC=C1)COCC1=CC=CC=C1)OCC1=CC=CC=C1 (p-Methoxyphenyl 3-O-allyl-2,4,6-tri-O-benzyl-β-D-galactopyranoside). The yield is 91.0%. RXN SMILES: [CH2:1]([O:4][C@H:5]1[C@@H:19]([OH:20])[C@@H:18]([CH2:21][OH:22])[O:17][C@@H:7]([O:8][C:9]2[CH:14]=[CH:13][C:12]([O:15][CH3:16])=[CH:11][CH:10]=2)[C@@H:6]1[OH:23])[CH:2]=[CH2:3].[H-].[Na+].[CH2:26](Br)[C:27]1[CH:32]=[CH:31][CH:30]=[CH:29][CH:28]=1.C(Cl)(Cl)Cl>CN(C=O)C>[CH2:1]([O:4][C@H:5]1[C@@H:19]([O:20][CH2:26][C:27]2[CH:32]=[CH:31][CH:30]=[CH:29][CH:28]=2)[C@@H:18]([CH2:21][O:22][CH2:26][C:27]2[CH:32]=[CH:31][CH:30]=[CH:29][CH:28]=2)[O:17][C@@H:7]([O:8][C:9]2[CH:10]=[CH:11][C:12]([O:15][CH3:16])=[CH:13][CH:14]=2)[C@@H:6]1[O:23][CH2:26][C:27]1[CH:32]=[CH:31][CH:30]=[CH:29][CH:28]=1)[CH:2]=[CH2:3] |f:1.2|. Procedure: To a solution of compound 8 (1.21 g, 3.71 mmol) in anhydrous DMF (15 mL), under nitrogen and cooled at 0° C., was added NaH (116 mg, 4.83 mmol). The reaction mixture was stirred 15 minutes at 0° C. and treated with benzyl bromide (0.66 mL, 5.57 mmol). After 12 hours at room temperature, the reaction mixture was cooled at 0° C., quenched by slow addition of water and extracted with chloroform. The combined organic layers were washed with H2O, dried over anhydrous Na2SO4, filtered and the solvents...